This data is from the Open Reaction Database (ORD), a public repository of structured organic reaction records. The task is: describe an organic reaction: reactants, conditions, products, and yield Starting materials: ClCCCl, CCOCC, CCN(C(C)C)C(C)C, Cl, OC(c1ccc(F)cc1)c1ccc(F)cc1, O=C(O)C1CN2CCC1CC2, [Na+], O=C([O-])O, CN(C)C=O, On1nnc2ccccc21. Product: O=C(OC(c1ccc(F)cc1)c1ccc(F)cc1)C1CN2CCC1CC2. RXN SMILES: [CH2:13]([Cl:14])[CH2:15][Cl:16].[CH3:62][CH2:63][O:64][CH2:65][CH3:66].[CH:43]([N:44]([CH2:45][CH3:46])[CH:47]([CH3:48])[CH3:49])([CH3:50])[CH3:51].[ClH:1].[F:27][c:28]1[cH:29][cH:30][c:31]([CH:34]([OH:35])[c:36]2[cH:37][cH:38][c:39]([F:42])[cH:40][cH:41]2)[cH:32][cH:33]1.[N:2]12[CH2:3][CH:4]([C:10](=[O:11])[OH:12])[CH:5]([CH2:6][CH2:7]1)[CH2:8][CH2:9]2.[Na+:56].[O-:52][C:53]([OH:54])=[O:55].[O:57]=[CH:58][N:59]([CH3:60])[CH3:61].[OH:17][n:18]1[c:19]2[c:20]([cH:21][cH:22][cH:23][cH:24]2)[n:25][n:26]1>>[N:2]12[CH2:3][CH:4]([C:10](=[O:11])[O:12][CH:34]([c:31]3[cH:30][cH:29][c:28]([F:27])[cH:33][cH:32]3)[c:36]3[cH:37][cH:38][c:39]([F:42])[cH:40][cH:41]3)[CH:5]([CH2:6][CH2:7]1)[CH2:8][CH2:9]2. Starting materials: BrB(Br)Br, COc1ccc(Oc2c(Br)cc([N+](=O)[O-])cc2Br)cc1C(C)C, ClCCl. Product: CC(C)c1cc(Oc2c(Br)cc([N+](=O)[O-])cc2Br)ccc1O. As a reaction SMILES: [B:24]([Br:25])([Br:26])[Br:27].[Br:1][c:2]1[c:3]([O:4][c:5]2[cH:6][c:7]([CH:13]([CH3:14])[CH3:15])[c:8]([O:11][CH3:12])[cH:9][cH:10]2)[c:16]([Br:23])[cH:17][c:18]([N+:20](=[O:21])[O-:22])[cH:19]1.[Cl:28][CH2:29][Cl:30]>>[Br:1][c:2]1[c:3]([O:4][c:5]2[cH:6][c:7]([CH:13]([CH3:14])[CH3:15])[c:8]([OH:11])[cH:9][cH:10]2)[c:16]([Br:23])[cH:17][c:18]([N+:20](=[O:21])[O-:22])[cH:19]1. Reactants: C(N1CC(CC1)(N)CO)(OC(C)(C)C)=O, c1(nc(cc(n1)Cl)Cl)N1CCOCC1. The reagents and catalysts are c1ccc(cc1)-c2c3ccccc3cc4ccccc24 (9-Phenylanthracene), C[Si](C)(C)[N-][Si](C)(C)C.[Na+] (NaHMDS). The solvent is CC(=O)N(C)C (DMAc). Run at temperature 90 celsius, time 18 hour. The product is CC(C)(C)OC(=O)N1CCC(N)(COc2cc(Cl)nc(n2)N3CCOCC3)C1. Reaction SMILES: Cl[c:1]1[n:7][c:6]([N:8]2[CH2:13][CH2:12][O:11][CH2:10][CH2:9]2)[n:5][c:3]([Cl:4])[cH:2]1.[CH3:14][C:15]([O:18][C:19]([N:21]1[CH2:28][C:24]([CH2:26][OH:27])([NH2:25])[CH2:23][CH2:22]1)=[O:20])([CH3:17])[CH3:16]>>[CH3:14][C:15]([O:18][C:19]([N:21]1[CH2:28][C:24]([CH2:26][O:27][c:1]2[n:7][c:6]([N:8]3[CH2:13][CH2:12][O:11][CH2:10][CH2:9]3)[n:5][c:3]([Cl:4])[cH:2]2)([NH2:25])[CH2:23][CH2:22]1)=[O:20])([CH3:17])[CH3:16].